Task: describe an organic reaction: reactants, conditions, products, and yield. Dataset: the Open Reaction Database (ORD), a public repository of structured organic reaction records The reactants are O=C(Cl)c1ccccc1, Cl, CN(C(=O)c1ccc(Cl)cc1)C1CCN(C(=O)C2CCCCC2N)CC1c1ccc(Cl)c(Cl)c1. The product is CN(C(=O)c1ccc(Cl)cc1)C1CCN(C(=O)C2CCCCC2NC(=O)c2ccccc2)CC1c1ccc(Cl)c(Cl)c1. RXN SMILES: [C:36]([c:37]1[cH:38][cH:39][cH:40][cH:41][cH:42]1)(=[O:43])[Cl:44].[ClH:1].[NH2:2][CH:3]1[CH:4]([C:9](=[O:10])[N:11]2[CH2:12][CH:13]([c:28]3[cH:29][c:30]([Cl:35])[c:31]([Cl:34])[cH:32][cH:33]3)[CH:14]([N:17]([C:18]([c:19]3[cH:20][cH:21][c:22]([Cl:25])[cH:23][cH:24]3)=[O:26])[CH3:27])[CH2:15][CH2:16]2)[CH2:5][CH2:6][CH2:7][CH2:8]1>>[NH:2]([CH:3]1[CH:4]([C:9](=[O:10])[N:11]2[CH2:12][CH:13]([c:28]3[cH:29][c:30]([Cl:35])[c:31]([Cl:34])[cH:32][cH:33]3)[CH:14]([N:17]([C:18]([c:19]3[cH:20][cH:21][c:22]([Cl:25])[cH:23][cH:24]3)=[O:26])[CH3:27])[CH2:15][CH2:16]2)[CH2:5][CH2:6][CH2:7][CH2:8]1)[C:36]([c:37]1[cH:38][cH:39][cH:40][cH:41][cH:42]1)=[O:43]. The reactants are O=C([O-])O, ClCCl, CCCCOc1cc(CO)ccc1C(=O)OC, [Na+]. Yields the product CCCCOc1cc(C=O)ccc1C(=O)OC. RXN SMILES: [C:18](=[O:19])([OH:20])[O-:21].[CH2:23]([Cl:24])[Cl:25].[CH3:1][O:2][C:3]([c:4]1[c:5]([O:12][CH2:13][CH2:14][CH2:15][CH3:16])[cH:6][c:7]([CH2:10][OH:11])[cH:8][cH:9]1)=[O:17].[Na+:22]>>[CH3:1][O:2][C:3]([c:4]1[c:5]([O:12][CH2:13][CH2:14][CH2:15][CH3:16])[cH:6][c:7]([CH:10]=[O:11])[cH:8][cH:9]1)=[O:17]. Starting materials: C(C)(C)(C)OC(NCC(C(C=1C=C2C(=NC=NC2=CC1)NC1=CC(=C(C=C1)OC1=CC=CC=C1)C)O)O)=O ({2,3-dihydroxy-3-[4-(3-methyl-4-phenoxy-phenylamino)-quinazolin-6-yl]-propyl}-carbamic acid tert-butyl ester), NaIO4. The solvent is C(Cl)Cl (DCM), C(Cl)Cl (DCM). Reaction conditions: time 1 hour. Product: CC=1C=C(C=CC1OC1=CC=CC=C1)NC1=NC=NC2=CC=C(C=C12)C=O (4-(3-Methyl-4-phenoxy-phenylamino)-quinazoline-6-carbaldehyde), crude product. Reaction SMILES: C(OC(=O)NCC(O)[CH:10]([OH:36])[C:11]1[CH:12]=[C:13]2[C:18](=[CH:19][CH:20]=1)[N:17]=[CH:16][N:15]=[C:14]2[NH:21][C:22]1[CH:27]=[CH:26][C:25]([O:28][C:29]2[CH:34]=[CH:33][CH:32]=[CH:31][CH:30]=2)=[C:24]([CH3:35])[CH:23]=1)(C)(C)C>C(Cl)Cl>[CH3:35][C:24]1[CH:23]=[C:22]([NH:21][C:14]2[C:13]3[C:18](=[CH:19][CH:20]=[C:11]([CH:10]=[O:36])[CH:12]=3)[N:17]=[CH:16][N:15]=2)[CH:27]=[CH:26][C:25]=1[O:28][C:29]1[CH:30]=[CH:31][CH:32]=[CH:33][CH:34]=1. Procedure details: 4-(3-Methyl-4-phenoxy-phenylamino)-quinazoline-6-carbaldehyde is prepared by adding NaIO4 (1.5 mL, 0.65 M in H2O) to a slurry of silica gel (1 g) in DCM (6 mL) followed by the addition of {2,3-dihydroxy-3-[4-(3-methyl-4-phenoxy-phenylamino)-quinazolin-6-yl]-propyl}-carbamic acid tert-butyl ester (from Step A, ˜0.64 mmol) in DCM (2 mL). The reaction mixture stirs for 1 hour, is filtered and washed with DCM (20 mL), and concentrated to give 280 mg of crude product. The product is used without furt... The reactants are O=C([O-])C(=O)[O-], COC(C)C(=O)O, NC1CCN(CC23CC(c4ccccc42)c2ccc(Cl)cc23)CC1. Product: O=C(O)C(=O)O, COC(C)C(=O)NC1CCN(CC23CC(c4ccccc42)c2ccc(Cl)cc23)CC1. RXN SMILES: [C:1]([C:2](=[O:3])[O-:4])(=[O:5])[O-:6].[CH3:31][O:32][CH:33]([C:34](=[O:35])[OH:36])[CH3:37].[NH2:7][CH:8]1[CH2:9][CH2:10][N:11]([CH2:14][C:15]23[c:16]4[cH:17][cH:18][cH:19][cH:20][c:21]4[CH:22]([c:23]4[cH:24][cH:25][c:26]([Cl:29])[cH:27][c:28]42)[CH2:30]3)[CH2:12][CH2:13]1>>[C:1]([C:2](=[O:3])[OH:4])(=[O:5])[OH:6].[NH:7]([CH:8]1[CH2:9][CH2:10][N:11]([CH2:14][C:15]23[c:16]4[cH:17][cH:18][cH:19][cH:20][c:21]4[CH:22]([c:23]4[cH:24][cH:25][c:26]([Cl:29])[cH:27][c:28]42)[CH2:30]3)[CH2:12][CH2:13]1)[C:34]([CH:33]([O:32][CH3:31])[CH3:37])=[O:35]. The solvent is CO (methanol). Yields the product BrC=1C(=CC(=C(C1)N)Cl)C (5-Bromo-2-chloro-4-methyl-phenylamine). As a reaction SMILES: [Br:1][C:2]1[CH:7]=[C:6]([N+:8]([O-])=O)[C:5]([Cl:11])=[CH:4][C:3]=1[CH3:12].C(O)(=O)C.C(N)=N>[Ni].CO>[Br:1][C:2]1[C:3]([CH3:12])=[CH:4][C:5]([Cl:11])=[C:6]([NH2:8])[CH:7]=1 |f:1.2|. Reactants: BrC1=C(C=C(C(=C1)[N+](=O)[O-])Cl)C (1-bromo-4-chloro-2-methyl-5-nitro-benzene), C(C)(=O)O.C(=N)N (formamidine acetate). Run at temperature 80 celsius, time 1 hour. Reported procedure: In an autoclave, a mixture of 253 mmol of 1-bromo-4-chloro-2-methyl-5-nitro-benzene [10289-13-1], 2 g of Raney nickel (60% aqueous) and 1.5 g of formamidine acetate in 102 ml of methanol is stirred under an atmosphere of hydrogen (pressure 12 bars) at 80° C. for 1 hour. The mixture is cooled to room temperature, filtered and evaporated. The residue is partitioned between aqueous saturated sodium bicarbonate-solution and tert-butyl-methyl ether. The aqueous phase is extracted with tert-butyl-meth... Reagents/catalysts: [Ni] (Raney nickel).